Dataset: the Open Reaction Database (ORD), a public repository of structured organic reaction records. Task: describe an organic reaction: reactants, conditions, products, and yield Starting materials: ClC=1C=C(C=CC1)S(=O)(=O)C1=CN(C2=NC=CC=C21)CC2NCCC2 (3-(3-chlorophenylsulfonyl)-1-(pyrrolidin-2-ylmethyl)-1H-pyrrolo[2,3-b]pyridine), IC (iodomethane). Run in O (water), CN(C)C=O (DMF). Conditions: time 18 hour. Product: amine, Cl.ClC=1C=C(C=CC1)S(=O)(=O)C1=CN(C2=NC=CC=C21)CC2N(CCC2)C (3-(3-Chlorophenylsulfonyl)-1-[(1-methylpyrrolidin-2-yl)methyl]-1H-pyrrolo[2,3-b]pyridine Hydrochloride). RXN SMILES: [Cl:1][C:2]1[CH:3]=[C:4]([S:8]([C:11]2[C:19]3[C:14](=[N:15][CH:16]=[CH:17][CH:18]=3)[N:13]([CH2:20][CH:21]3[CH2:25][CH2:24][CH2:23][NH:22]3)[CH:12]=2)(=[O:10])=[O:9])[CH:5]=[CH:6][CH:7]=1.I[CH3:27]>CN(C=O)C.O>[ClH:1].[Cl:1][C:2]1[CH:3]=[C:4]([S:8]([C:11]2[C:19]3[C:14](=[N:15][CH:16]=[CH:17][CH:18]=3)[N:13]([CH2:20][CH:21]3[CH2:25][CH2:24][CH2:23][N:22]3[CH3:27])[CH:12]=2)(=[O:10])=[O:9])[CH:5]=[CH:6][CH:7]=1 |f:4.5|. Procedure: A suspension of 3-(3-chlorophenylsulfonyl)-1-(pyrrolidin-2-ylmethyl)-1H-pyrrolo[2,3-b]pyridine (0.09 g, 0.24 mmol) in DMF under a nitrogen atmosphere at room temperature is treated with iodomethane (0.021 mL, 0.34 mmol), stirred at room temperature for 18 h, diluted with water and extracted with ethyl acetate. The extracts are combined, washed sequentially with water and brine and concentrated in vacuo. The resultant residue is purified by flash chromatography (5% methanol in CH2Cl2 as eluent) t... Reactants: C(C)OC(=O)C1(CC2=CC=CC=C2C1)NC(C1=C(C(=CC=C1)C)I)=O (2-(2-iodo-3-methyl-benzoylamino)-indan-2-carboxylic acid ethyl ester), C(C)(C)NC(C)C (diisopropylamine), C#CCCC (pent-1-yne). The reagents and catalysts are C=1C=CC(=CC1)[P](C=2C=CC=CC2)(C=3C=CC=CC3)[Pd]([P](C=4C=CC=CC4)(C=5C=CC=CC5)C=6C=CC=CC6)([P](C=7C=CC=CC7)(C=8C=CC=CC8)C=9C=CC=CC9)[P](C=1C=CC=CC1)(C=1C=CC=CC1)C=1C=CC=CC1 (Pd(PPh3)4), [Cu]I (CuI). The solvent is CN(C)C=O (DMF). Yields the product C(C)OC(=O)C1(CC2=CC=CC=C2C1)NC(C1=C(C(=CC=C1)C)C#CCCC)=O (2-(3-Methyl-2-pent-1-ynyl-benzoylamino)-indan-2-carboxylic acid ethyl ester). Yield: 24.0%. RXN SMILES: [CH2:1]([O:3][C:4]([C:6]1([NH:15][C:16](=[O:25])[C:17]2[CH:22]=[CH:21][CH:20]=[C:19]([CH3:23])[C:18]=2I)[CH2:14][C:13]2[C:8](=[CH:9][CH:10]=[CH:11][CH:12]=2)[CH2:7]1)=[O:5])[CH3:2].C(NC(C)C)(C)C.[CH:33]#[C:34][CH2:35][CH2:36][CH3:37]>CN(C=O)C.C1C=CC([P]([Pd]([P](C2C=CC=CC=2)(C2C=CC=CC=2)C2C=CC=CC=2)([P](C2C=CC=CC=2)(C2C=CC=CC=2)C2C=CC=CC=2)[P](C2C=CC=CC=2)(C2C=CC=CC=2)C2C=CC=CC=2)(C2C=CC=CC=2)C2C=CC=CC=2)=CC=1.[Cu]I>[CH2:1]([O:3][C:4]([C:6]1([NH:15][C:16](=[O:25])[C:17]2[CH:22]=[CH:21][CH:20]=[C:19]([CH3:23])[C:18]=2[C:33]#[C:34][CH2:35][CH2:36][CH3:37])[CH2:14][C:13]2[C:8](=[CH:9][CH:10]=[CH:11][CH:12]=2)[CH2:7]1)=[O:5])[CH3:2] |^1:46,48,67,86|. Procedure: To a solution of 2-(2-iodo-3-methyl-benzoylamino)-indan-2-carboxylic acid ethyl ester (693 mg, 1.54 mmol) in anhydrous DMF (5 mL) and DIPA (diisopropylamine, 10 mL) is added Pd(PPh3)4 (89 mg, 7.7% mmol), CuI (29 mg, 0.154 mmol) and pent-1-yne (1.5 mL, 15.4 mmol). The resulting solution is covered in argon and run in a microwave reaction: 110° C., 35 minutes. After the removal of DMF and DIPA in vacuo, the residue is dissolved in EtOAc (100 mL) and washed with water (1×10 mL) and brine (2×10 mL)....